From a dataset of the Open Reaction Database (ORD), a public repository of structured organic reaction records. describe an organic reaction: reactants, conditions, products, and yield Reactants: O=C1CCC(=O)N1Br, CCOC(=O)C(=O)c1csc(N)n1, ClCCl, CS(=O)(=O)c1ccc(C(CC2CCCC2)C(=O)O)cc1Cl, O, c1ccc(P(c2ccccc2)c2ccccc2)cc1, c1ccncc1. Yields the product CCOC(=O)C(=O)c1csc(NC(=O)C(CC2CCCC2)c2ccc(S(C)(=O)=O)c(Cl)c2)n1. RXN SMILES: [Br:20][N:21]1[C:22](=[O:23])[CH2:24][CH2:25][C:26]1=[O:27].[CH2:49]([CH3:50])[O:51][C:52]([C:53]([c:54]1[n:55][c:56]([NH2:59])[s:57][cH:58]1)=[O:60])=[O:61].[CH2:68]([Cl:69])[Cl:70].[Cl:28][c:29]1[cH:30][c:31]([CH:39]([C:40](=[O:41])[OH:42])[CH2:43][CH:44]2[CH2:45][CH2:46][CH2:47][CH2:48]2)[cH:32][cH:33][c:34]1[S:35](=[O:36])(=[O:37])[CH3:38].[OH2:71].[c:1]1([P:2]([c:3]2[cH:4][cH:5][cH:6][cH:7][cH:8]2)[c:9]2[cH:10][cH:11][cH:12][cH:13][cH:14]2)[cH:15][cH:16][cH:17][cH:18][cH:19]1.[cH:62]1[cH:63][cH:64][n:65][cH:66][cH:67]1>>[Cl:28][c:29]1[cH:30][c:31]([CH:39]([C:40](=[O:42])[NH:59][c:56]2[n:55][c:54]([C:53]([C:52]([O:51][CH2:49][CH3:50])=[O:61])=[O:60])[cH:58][s:57]2)[CH2:43][CH:44]2[CH2:45][CH2:46][CH2:47][CH2:48]2)[cH:32][cH:33][c:34]1[S:35](=[O:36])(=[O:37])[CH3:38]. Reactants: [Cl-].C(C)(C)(C)PC(C)(C)C (di-tert-butylphosphine chloride), C1(=CC=C(C=C1)NC=1C=C2C=3C=C4C(=CC3N(C2=CC1)C1=CC=CC=C1)C(C1=CC=CC=C14)(C)C)C1=CC=CC=C1 (biphenyl-4-yl-(12,12-dimethyl-10-phenyl-10,12-dihydro-10-azaindeno[2,1-b]fluoren-7-yl)amine), BrC1=CC=2C(C3=CC=CC=C3C2C=C1)(C)C (2-bromo-9,9-dimethylfluorene), CC(C)([O-])C.[Na+] (sodium tert-butoxide). The reagents and catalysts are C(C)(=O)[O-].[Pd+2].C(C)(=O)[O-] (palladium(II)acetate). The solvent is O (water), C1(=CC=CC=C1)C (toluene). Conditions: temperature 60 celsius. Yields the product C1(=CC=C(C=C1)N(C=1C=C2C=3C=C4C(=CC3N(C2=CC1)C1=CC=CC=C1)C(C1=CC=CC=C14)(C)C)C1=CC=4C(C2=CC=CC=C2C4C=C1)(C)C)C1=CC=CC=C1 (biphenyl-4-yl-(9,9-dimethyl-9H-fluoren-2-yl)-(12,12-dimethyl-10-phenyl-10,12-dihydro-10-azaindeno[2,1-b]fluoren-7-yl)amine). As a reaction SMILES: [Cl-].C(PC(C)(C)C)(C)(C)C.[C:11]1([C:46]2[CH:51]=[CH:50][CH:49]=[CH:48][CH:47]=2)[CH:16]=[CH:15][C:14]([NH:17][C:18]2[CH:19]=[C:20]3[C:28](=[CH:29][CH:30]=2)[N:27]([C:31]2[CH:36]=[CH:35][CH:34]=[CH:33][CH:32]=2)[C:26]2[CH:25]=[C:24]4[C:37]([CH3:45])([CH3:44])[C:38]5[C:43]([C:23]4=[CH:22][C:21]3=2)=[CH:42][CH:41]=[CH:40][CH:39]=5)=[CH:13][CH:12]=1.Br[C:53]1[CH:65]=[CH:64][C:63]2[C:62]3[C:57](=[CH:58][CH:59]=[CH:60][CH:61]=3)[C:56]([CH3:67])([CH3:66])[C:55]=2[CH:54]=1.CC(C)([O-])C.[Na+]>C1(C)C=CC=CC=1.C([O-])(=O)C.[Pd+2].C([O-])(=O)C.O>[C:11]1([C:46]2[CH:47]=[CH:48][CH:49]=[CH:50][CH:51]=2)[CH:16]=[CH:15][C:14]([N:17]([C:53]2[CH:65]=[CH:64][C:63]3[C:62]4[C:57](=[CH:58][CH:59]=[CH:60][CH:61]=4)[C:56]([CH3:67])([CH3:66])[C:55]=3[CH:54]=2)[C:18]2[CH:19]=[C:20]3[C:28](=[CH:29][CH:30]=2)[N:27]([C:31]2[CH:36]=[CH:35][CH:34]=[CH:33][CH:32]=2)[C:26]2[CH:25]=[C:24]4[C:37]([CH3:44])([CH3:45])[C:38]5[C:43]([C:23]4=[CH:22][C:21]3=2)=[CH:42][CH:41]=[CH:40][CH:39]=5)=[CH:13][CH:12]=1 |f:0.1,4.5,7.8.9|. Reported procedure: 190 μl (1 mmol) of di-tert-butylphosphine chloride and then 112 mg (0.5 mmol) of palladium(II)acetate are added to a suspension of 26.3 g (50 mmol) of biphenyl-4-yl-(12,12-dimethyl-10-phenyl-10,12-dihydro-10-azaindeno[2,1-b]fluoren-7-yl)amine, 13.3 g (49 mmol) of 2-bromo-9,9-dimethylfluorene and 7.7 g (80 mmol) of sodium tert-butoxide in 500 ml of toluene, and the mixture is subsequently heated under reflux for 5 h. After cooling to 60° C., 500 ml of water are added, the organic phase is separat... Reactants: CCCC[C@H](/C=C\C/C=C\C/C=C\C/C=C\CCCC(=O)O)O (16(R)-HETE), C(=O)N[C@@H](CCSC)C(=O)N[C@@H](CC(C)C)C(=O)N[C@@H](CC1=CC=CC=C1)C(=O)O (formyl-methionyl-leucyl-phenylalanine), C(=O)N[C@@H](CCSC)C(=O)N[C@@H](CC(C)C)C(=O)N[C@@H](CC1=CC=CC=C1)C(=O)O (fMLP). The product is CCCCC(/C=C\C/C=C\C/C=C\C/C=C\CCCC(=O)O)O (16-HETE). RXN SMILES: [CH3:1][CH2:2][CH2:3][CH2:4][C@@H:5]([OH:23])/[CH:6]=[CH:7]\[CH2:8]/[CH:9]=[CH:10]\[CH2:11]/[CH:12]=[CH:13]\[CH2:14]/[CH:15]=[CH:16]\[CH2:17][CH2:18][CH2:19][C:20]([OH:22])=[O:21].C(N[C@H](C(N[C@H](C(N[C@H](C(O)=O)CC1C=CC=CC=1)=O)CC(C)C)=O)CCSC)=O>>[CH3:1][CH2:2][CH2:3][CH2:4][CH:5]([OH:23])/[CH:6]=[CH:7]\[CH2:8]/[CH:9]=[CH:10]\[CH2:11]/[CH:12]=[CH:13]\[CH2:14]/[CH:15]=[CH:16]\[CH2:17][CH2:18][CH2:19][C:20]([OH:22])=[O:21]. Procedure details: 16(R)-HETE (0.01-1.0 μM) was preincubated for 10 minutes with the neutrophil suspension (3×106/ml) prior to the addition of formyl-methionyl-leucyl-phenylalanine (fMLP). Samples were then incubated for an additional 10 minutes with 5×10−7M fMLP. All incubations took place at 37° C. Plasma samples for the measurement of LTB4 were collected by centrifugation of the whole blood samples at 1200 rpm for 15 minutes. Samples were stored at 70° C. until analyzed. The plasma was then acidified to pH3 wit... Procedure: The title compound is prepared from (R)-6-fluoro-3-(4-oxiranylmethoxy-phenyl)-benzo[d]isoxazole, 2,6-difluorobenzylamine, and ethanol essentially as described above in Example 112. Purity by LC/MS=96%, [M+H]+=429. Yields the product FC1=C(CNC[C@H](COC2=CC=C(C=C2)C2=NOC3=C2C=CC(=C3)F)O)C(=CC=C1)F ((R)-1-(2,6-difluoro-benzylamino)-3-[4-(6-fluoro-benzo[d]isoxazol-3-yl)-phenoxy]-propan-2-ol). The reactants are FC1=CC2=C(C(=NO2)C2=CC=C(C=C2)OC[C@@H]2OC2)C=C1 ((R)-6-fluoro-3-(4-oxiranylmethoxy-phenyl)-benzo[d]isoxazole), FC1=C(CN)C(=CC=C1)F (2,6-difluorobenzylamine). Reaction SMILES: [F:1][C:2]1[CH:21]=[CH:20][C:5]2[C:6]([C:9]3[CH:14]=[CH:13][C:12]([O:15][CH2:16][C@H:17]4[CH2:19][O:18]4)=[CH:11][CH:10]=3)=[N:7][O:8][C:4]=2[CH:3]=1.[F:22][C:23]1[CH:30]=[CH:29][CH:28]=[C:27]([F:31])[C:24]=1[CH2:25][NH2:26]>C(O)C>[F:22][C:23]1[CH:30]=[CH:29][CH:28]=[C:27]([F:31])[C:24]=1[CH2:25][NH:26][CH2:19][C@@H:17]([OH:18])[CH2:16][O:15][C:12]1[CH:13]=[CH:14][C:9]([C:6]2[C:5]3[CH:20]=[CH:21][C:2]([F:1])=[CH:3][C:4]=3[O:8][N:7]=2)=[CH:10][CH:11]=1. Solvent: C(C)O (ethanol). The reactants are N1CCOCC1 (morpholine), Cl (hydrochloric acid), C(C(=O)Cl)(=O)Cl (oxalyl chloride), CC(C(=O)OCC)(CN1C(=NC=2C=NC=3C=CC=CC3C21)CCC)C (ethyl 2,2-dimethyl-3-(2-propyl-1H-imidazo[4,5-c]quinolin-1-yl)propanoate), N1CCOCC1 (morpholine), [OH-].[Na+] (sodium hydroxide), C(C(=O)Cl)(=O)Cl (oxalyl chloride). Solvent: ClCCl (dichloromethane), ClCCl (dichloromethane), ClCCl (dichloromethane), ClCCl (dichloromethane). Conditions: temperature 165 celsius, time 1.5 hour. Yields the product CC(CN1C(=NC=2C=NC=3C=CC=CC3C21)CCC)(C(=O)N2CCOCC2)C (1-(2,2-dimethyl-3-morpholin-4-yl-3-oxopropyl)-2-propyl-1H-imidazo[4,5-c]quinoline). The yield is 101.6%. Reaction SMILES: [CH3:1][C:2]([CH3:25])([CH2:8][N:9]1[C:21]2[C:20]3[CH:19]=[CH:18][CH:17]=[CH:16][C:15]=3[N:14]=[CH:13][C:12]=2[N:11]=[C:10]1[CH2:22][CH2:23][CH3:24])[C:3](OCC)=[O:4].[NH:26]1[CH2:31][CH2:30][O:29][CH2:28][CH2:27]1.[OH-].[Na+].Cl.C(Cl)(=O)C(Cl)=O>ClCCl>[CH3:25][C:2]([CH3:1])([C:3]([N:26]1[CH2:31][CH2:30][O:29][CH2:28][CH2:27]1)=[O:4])[CH2:8][N:9]1[C:21]2[C:20]3[CH:19]=[CH:18][CH:17]=[CH:16][C:15]=3[N:14]=[CH:13][C:12]=2[N:11]=[C:10]1[CH2:22][CH2:23][CH3:24] |f:2.3|. Procedure: A solution of ethyl 2,2-dimethyl-3-(2-propyl-1H-imidazo[4,5-c]quinolin-1-yl)propanoate (5.1 g, 15 mmol) and morpholine (5 mL, 60 mmol) was heated at reflux overnight. An analysis by LC/MS indicated the reaction was incomplete. The solution was then heated overnight in a high-pressure vessel at 165° C. Again, an analysis by LC/MS indicated the reaction was incomplete. The volatiles were removed under reduced pressure, and the residue was dissolved in ethanol (30 mL). Aqueous sodium hydroxide (1.3...